From a dataset of the Open Reaction Database (ORD), a public repository of structured organic reaction records. describe an organic reaction: reactants, conditions, products, and yield The reactants are N1=C(N)N=C(N)N=C1N (melamine), [O-]P([O-])(=O)OP(=O)([O-])[O-].[Na+].[Na+].[Na+].[Na+] (tetrasodium pyrophosphate), Cl (muriatic acid). The solvent is O (water). Conditions: temperature 150 fahrenheit. Yields the product OP(O)(=O)OP(=O)(O)O.N1=C(N)N=C(N)N=C1N (Melamine Pyrophosphate). As a reaction SMILES: [N:1]1[C:8]([NH2:9])=[N:7][C:5]([NH2:6])=[N:4][C:2]=1[NH2:3].[O-:10][P:11]([O:14][P:15]([O-:18])([O-:17])=[O:16])(=[O:13])[O-:12].[Na+].[Na+].[Na+].[Na+].Cl>O>[OH:12][P:11]([O:14][P:15]([OH:18])([OH:17])=[O:16])(=[O:10])[OH:13].[N:1]1[C:8]([NH2:9])=[N:7][C:5]([NH2:6])=[N:4][C:2]=1[NH2:3] |f:1.2.3.4.5,8.9|. Procedure details: 1200 grams of water was warmed to 130° F. To this, while being agitated, was added 100 grams of melamine (2,4,6-triamine-1,3,5-triazine) and a char and/or phase transfer catalyst as set forth in Table 2-B below. The mixture was then warmed to 150° F. and 104.5 grams of tetrasodium pyrophosphate was added. The mixture was heated to 170° F. and the slow addition of 200 grams of twenty degree Baumé muriatic acid was started. Warming was continued until to 200° F., at which time cooling is started. ...